describe an organic reaction: reactants, conditions, products, and yield From a dataset of the Open Reaction Database (ORD), a public repository of structured organic reaction records. The reactants are C([O-])([O-])=O.[K+].[K+] (potassium carbonate), NC=1N=C(NCC1C#N)C (4-amino-5-cyano-1,6-dihydro-2-methyl-pyrimidine). The reagents and catalysts are [Fe-3](C#N)(C#N)(C#N)(C#N)(C#N)C#N.[K+].[K+].[K+] (potassium ferricyanide). Solvent: O (water). Run at temperature 10 celsius. Yields the product NC1=NC(=NC=C1C#N)C (4-amino-5-cyano-2-methyl-pyrimidine). As a reaction SMILES: C(=O)([O-])[O-].[K+].[K+].[NH2:7][C:8]1[N:9]=[C:10]([CH3:16])[NH:11][CH2:12][C:13]=1[C:14]#[N:15]>[Fe-3](C#N)(C#N)(C#N)(C#N)(C#N)C#N.[K+].[K+].[K+].O>[NH2:7][C:8]1[C:13]([C:14]#[N:15])=[CH:12][N:11]=[C:10]([CH3:16])[N:9]=1 |f:0.1.2,4.5.6.7|. Procedure details: 1.6 g. of potassium carbonate and 0.1 g. of potassium ferricyanide are added to a suspension of 1.35 g. of 4-amino-5-cyano-1,6-dihydro-2-methyl-pyrimidine in 25 ml. of water. A moderately strong stream of chlorine gas is bubbled through the mixture, which has been cooled to 10° C. with stirring. Initially, all the reactants are dissolved. Subsequently, a precipitate forms. The reaction is completed when excess chlorine is detectable. The reaction normally takes 3 hours. The 4-amino-5-cyano-2-met... The reactants are O=C1CCC(=O)N1Br, COc1cnc(-c2ccccc2)s1, ClC(Cl)Cl. Yields the product COc1sc(-c2ccccc2)nc1Br. As a reaction SMILES: [Br:1][N:2]1[C:3](=[O:4])[CH2:5][CH2:6][C:7]1=[O:8].[CH3:9][O:10][c:11]1[cH:12][n:13][c:14](-[c:16]2[cH:17][cH:18][cH:19][cH:20][cH:21]2)[s:15]1.[CH:22]([Cl:23])([Cl:24])[Cl:25]>>[Br:1][c:12]1[c:11]([O:10][CH3:9])[s:15][c:14](-[c:16]2[cH:17][cH:18][cH:19][cH:20][cH:21]2)[n:13]1. The reactants are C1CCOC1, C[Si](C)(C)[O-], CC1(C)OCc2cc(C3CN(CCCCCCOCCOCc4cccc(NC(=O)Nc5ccccc5)c4)C(=O)O3)ccc2O1, [K+], O=P([O-])([O-])[O-]. The product is CC1(C)OCc2cc(C(O)CNCCCCCCOCCOCc3cccc(NC(=O)Nc4ccccc4)c3)ccc2O1. As a reaction SMILES: [CH2:57]1[O:58][CH2:59][CH2:60][CH2:61]1.[CH3:1][Si:2]([CH3:3])([CH3:4])[O-:5].[CH3:7][C:8]1([CH3:51])[O:9][CH2:10][c:11]2[c:12]([cH:14][cH:15][c:16]([CH:18]3[CH2:19][N:20]([CH2:24][CH2:25][CH2:26][CH2:27][CH2:28][CH2:29][O:30][CH2:31][CH2:32][O:33][CH2:34][c:35]4[cH:36][c:37]([NH:41][C:42](=[O:43])[NH:44][c:45]5[cH:46][cH:47][cH:48][cH:49][cH:50]5)[cH:38][cH:39][cH:40]4)[C:21](=[O:23])[O:22]3)[cH:17]2)[O:13]1.[K+:6].[O-:52][P:53](=[O:54])([O-:55])[O-:56]>>[CH3:7][C:8]1([CH3:51])[O:9][CH2:10][c:11]2[c:12]([cH:14][cH:15][c:16]([CH:18]([CH2:19][NH:20][CH2:24][CH2:25][CH2:26][CH2:27][CH2:28][CH2:29][O:30][CH2:31][CH2:32][O:33][CH2:34][c:35]3[cH:36][c:37]([NH:41][C:42](=[O:43])[NH:44][c:45]4[cH:46][cH:47][cH:48][cH:49][cH:50]4)[cH:38][cH:39][cH:40]3)[OH:22])[cH:17]2)[O:13]1. Reactants: C1N(CC2C1CNC2)C2=NC1=CC=CC=C1N=C2 (2-(Hexahydro-pyrrolo[3,4-c]pyrrol-2-yl)-quinoxaline), CC1=C(C(=O)O)C=CC=C1 (2-methylbenzoic acid). Yields the product CC1=C(C=CC=C1)C(=O)N1CC2C(C1)CN(C2)C2=NC1=CC=CC=C1N=C2 (2-{5-[(2-Methylphenyl)carbonyl]hexahydropyrrolo[3,4-c]pyrrol-2(1H)-yl}quinoxaline). RXN SMILES: [CH2:1]1[CH:5]2[CH2:6][NH:7][CH2:8][CH:4]2[CH2:3][N:2]1[C:9]1[CH:18]=[N:17][C:16]2[C:11](=[CH:12][CH:13]=[CH:14][CH:15]=2)[N:10]=1.[CH3:19][C:20]1[CH:28]=[CH:27][CH:26]=[CH:25][C:21]=1[C:22](O)=[O:23]>>[CH3:19][C:20]1[CH:28]=[CH:27][CH:26]=[CH:25][C:21]=1[C:22]([N:7]1[CH2:6][CH:5]2[CH2:1][N:2]([C:9]3[CH:18]=[N:17][C:16]4[C:11](=[CH:12][CH:13]=[CH:14][CH:15]=4)[N:10]=3)[CH2:3][CH:4]2[CH2:8]1)=[O:23]. Procedure details: The title compound was prepared in a manner analogous to Example 15 utilizing Intermediate 35 and 2-methylbenzoic acid. MS (ESI) mass calcd. for C22H22N4O, 358.45; m/z found, 359.2 [M+H]+. Reaction SMILES: [CH2:1]([CH3:2])[O:3][C:4](=[O:5])[N:6]1[CH:7]([C:14](=[O:15])[O:16][CH2:17][CH3:18])[CH:8]([CH2:11][CH2:12][OH:13])[CH2:9][CH2:10]1.[CH2:30]([Cl:31])[Cl:32].[O:19]=[Cr:20]([Cl:21])([O-:22])=[O:23].[nH+:24]1[cH:25][cH:26][cH:27][cH:28][cH:29]1>>[CH2:1]([CH3:2])[O:3][C:4](=[O:5])[N:6]1[CH:7]([C:14](=[O:15])[O:16][CH2:17][CH3:18])[CH:8]([CH2:11][CH:12]=[O:13])[CH2:9][CH2:10]1. The product is CCOC(=O)C1C(CC=O)CCN1C(=O)OCC. Reactants: CCOC(=O)C1C(CCO)CCN1C(=O)OCC, ClCCl, O=[Cr](=O)([O-])Cl, c1cc[nH+]cc1. RXN SMILES: CC(C)([O-])C.[K+].[C:7]([O:11][C:12](=[O:31])[NH:13][C:14]([CH3:30])([CH3:29])[CH2:15][N:16]([C:25](=[O:28])[CH2:26]Br)[C:17]1[CH:22]=[CH:21][CH:20]=[C:19]([F:23])[C:18]=1[CH3:24])([CH3:10])([CH3:9])[CH3:8].[Cl-].[NH4+]>O1CCCC1.O>[C:7]([O:11][C:12]([N:13]1[CH2:26][C:25](=[O:28])[N:16]([C:17]2[CH:22]=[CH:21][CH:20]=[C:19]([F:23])[C:18]=2[CH3:24])[CH2:15][C:14]1([CH3:30])[CH3:29])=[O:31])([CH3:10])([CH3:9])[CH3:8] |f:0.1,3.4|. Procedure: A solution of 1.7 g of potassium t-butoxide (15.1 mmol) in tetrahydrofuran (100 ml) was added to a solution of 4.2 g of {2-[(2-bromoacetyl)-(3-fluoro-2-methylphenyl)amino]-1,1-dimethylethyl}carbamic acid t-butyl ester obtained in Example (67b) (10.1 mmol) in tetrahydrofuran (100 ml) under a nitrogen atmosphere and under cooling in a dry ice-acetone bath over 30 minutes, and the mixture was stirred at the same temperature for 10 minutes. A saturated ammonium chloride aqueous solution was added to... The yield is 47.1%. The product is C(C)(C)(C)OC(=O)N1C(CN(C(C1)=O)C1=C(C(=CC=C1)F)C)(C)C (2,2-Dimethyl-4-(3-fluoro-2-methylphenyl)-5-oxopiperazine-1-carboxylic acid t-butyl ester). Conditions: time 10 minute. Reactants: [Cl-].[NH4+] (ammonium chloride), CC(C)([O-])C.[K+] (potassium t-butoxide), C(C)(C)(C)OC(NC(CN(C1=C(C(=CC=C1)F)C)C(CBr)=O)(C)C)=O ({2-[(2-Bromoacetyl)-(3-fluoro-2-methylphenyl)amino]-1,1-dimethylethyl}carbamic acid t-butyl ester). The solvent is O (water), O1CCCC1 (tetrahydrofuran), O1CCCC1 (tetrahydrofuran).